This data is from the Open Reaction Database (ORD), a public repository of structured organic reaction records. The task is: describe an organic reaction: reactants, conditions, products, and yield The reactants are C(C)(C)(C)OO (t-Butyl hydroperoxide), [Cl-].[Na+] (sodium chloride), CC1CCCCC1 (methylcyclohexane), t-butyl, C(C1=CC=CC=C1)(=O)OC1CC(N(C(C1)(C)C)O)(C)C (4-benzoyloxy-1-oxyl-2,2,6,6-tetramethylpiperidine), CC1CCCCC1 (methylcyclohexane). The reagents and catalysts are [Mo](=O)(=O)=O (molybdenum trioxide). The product is C(C1=CC=CC=C1)(=O)OC1CC(N(C(C1)(C)C)OC1(CCCCC1)C)(C)C (4-Benzoyloxy-1-(1'-methylcyclohexyloxy)-2,2,6,6-tetramethylpiperidine). Yield: 89.0%. RXN SMILES: C(OO)(C)(C)C.[Cl-].[Na+].[C:9]([O:17][CH:18]1[CH2:23][C:22]([CH3:25])([CH3:24])[N:21]([OH:26])[C:20]([CH3:28])([CH3:27])[CH2:19]1)(=[O:16])[C:10]1[CH:15]=[CH:14][CH:13]=[CH:12][CH:11]=1.[CH3:29][CH:30]1[CH2:35][CH2:34][CH2:33][CH2:32][CH2:31]1>[Mo](=O)(=O)=O>[C:9]([O:17][CH:18]1[CH2:19][C:20]([CH3:28])([CH3:27])[N:21]([O:26][C:30]2([CH3:29])[CH2:35][CH2:34][CH2:33][CH2:32][CH2:31]2)[C:22]([CH3:24])([CH3:25])[CH2:23]1)(=[O:16])[C:10]1[CH:11]=[CH:12][CH:13]=[CH:14][CH:15]=1 |f:1.2|. Reported procedure: t-Butyl hydroperoxide (70%, 65.2 g, 507 mmol), methylcyclohexane (150 ml), and sodium chloride (10 g) are agitated in a separatory funnel. The organic layer is dried over magnesium sulfate. The t-butyl hydroperoxidemethylcyclohexane solution is mixed with 35.0 g (127 mmol) of 4-benzoyloxy-1-oxyl-2,2,6,6-tetramethylpiperidine, 2.0 g of molybdenum trioxide, and 50 ml of methylcyclohexane. The reaction mixture is heated at reflux for 5 hours, then cooled to room temperature, filtered, and concentra...